From a dataset of the Open Reaction Database (ORD), a public repository of structured organic reaction records. describe an organic reaction: reactants, conditions, products, and yield The reactants are C(C)OC(C)O[C@@H]1CC2=CC[C@H]3[C@@H]4CC[C@H]([C@H](C)O)[C@]4(CC[C@@H]3[C@]2(CC1)C)C ((3β,20S)-3-[(1-ethoxyethyl)oxy]pregn-5-en-20-ol), C(C)OC(C)O[C@@H]1CC2=CC[C@H]3[C@@H]4CC[C@H]([C@H](C)O)[C@]4(CC[C@@H]3[C@]2(CC1)C)C ((3β,20S)-3-[(1-ethoxyethyl)oxy]pregn-5-en-20-ol), N1=CC=CC=C1 (pyridine), C(C)(=O)OC(C)=O (acetic anhydride). Run in O (Water). Run at time 18 hour. Product: C(C)(=O)O[C@@H](C)[C@H]1CC[C@H]2[C@@H]3CC=C4C[C@H](CC[C@]4(C)[C@H]3CC[C@]12C)OC(C)OCC ((3β,20S)-3-[(1-ethoxyethyl)oxy]pregn-5-en-20-ol acetate). RXN SMILES: [CH2:1]([O:3][CH:4]([O:6][C@H:7]1[CH2:26][CH2:25][C@@:24]2([CH3:27])[C:9](=[CH:10][CH2:11][C@@H:12]3[C@@H:23]2[CH2:22][CH2:21][C@@:20]2([CH3:28])[C@H:13]3[CH2:14][CH2:15][C@@H:16]2[C@@H:17]([OH:19])[CH3:18])[CH2:8]1)[CH3:5])[CH3:2].N1C=CC=CC=1.[C:35](OC(=O)C)(=[O:37])[CH3:36]>O>[C:35]([O:19][C@H:17]([C@@H:16]1[C@:20]2([CH3:28])[C@H:13]([C@H:12]3[C@H:23]([CH2:22][CH2:21]2)[C@:24]2([CH3:27])[C:9]([CH2:8][C@@H:7]([O:6][CH:4]([O:3][CH2:1][CH3:2])[CH3:5])[CH2:26][CH2:25]2)=[CH:10][CH2:11]3)[CH2:14][CH2:15]1)[CH3:18])(=[O:37])[CH3:36]. Reported procedure: iii)—A solution of (3β,20S)-3-[(1-ethoxyethyl)oxy]pregn-5-en-20-ol (compound 3a; 56.9 g) in a mixture of dry pyridine (144 ml) and acetic anhydride (72.4 ml) was stirred at room temperature for 18 h. Water (482 ml) was added and stirring was continued for another 1 h. The product was extracted into ethyl acetate; the combined organic phases were washed with a saturated aqueous solution of sodium hydrogen carbonate and with brine, dried over sodium sulfate, and concentrated under reduced pressure... Starting materials: [Ba+2], COc1ccc(C2Sc3ccccc3NC(=O)C2O)cc1, CN(C)CCCl, ClC(Cl)Cl, Cl, [OH-], [OH-], O, O, O, O, O, O, O, O, O. The product is COc1ccc(C2Sc3ccccc3N(CCN(C)C)C(=O)C2O)cc1. As a reaction SMILES: [Ba+2:31].[CH3:1][O:2][c:3]1[cH:4][cH:5][c:6]([CH:9]2[S:10][c:11]3[c:12]([cH:18][cH:19][cH:20][cH:21]3)[NH:13][C:14](=[O:17])[CH:15]2[OH:16])[cH:7][cH:8]1.[CH3:38][N:39]([CH2:40][CH2:41][Cl:42])[CH3:43].[CH:33]([Cl:34])([Cl:35])[Cl:36].[ClH:37].[OH-:30].[OH-:32].[OH2:22].[OH2:23].[OH2:24].[OH2:25].[OH2:26].[OH2:27].[OH2:28].[OH2:29].[OH2:44]>>[CH3:1][O:2][c:3]1[cH:4][cH:5][c:6]([CH:9]2[S:10][c:11]3[c:12]([cH:18][cH:19][cH:20][cH:21]3)[N:13]([CH2:41][CH2:40][N:39]([CH3:38])[CH3:43])[C:14](=[O:17])[CH:15]2[OH:16])[cH:7][cH:8]1. Reactants: BrCC1=CC=C(C=C1)CCN1C(C=C(C=C1)OCC1=CSC=C1)=O (1-[2-(4-bromomethyl-phenyl)-ethyl]-4-(thiophen-3-ylmethoxy)-1H-pyridin-2-one), N1CCCC1 (pyrrolidine). The solvent is C(C)#N (acetonitrile). Reaction conditions: time 2 hour. Product: N1(CCCC1)CC1=CC=C(C=C1)CCN1C(C=C(C=C1)OCC1=CSC=C1)=O (1-[2-(4-Pyrrolidin-1-ylmethyl-phenyl)-ethyl]-4-(thiophen-3-ylmethoxy)-1H-pyridin-2-one). As a reaction SMILES: Br[CH2:2][C:3]1[CH:8]=[CH:7][C:6]([CH2:9][CH2:10][N:11]2[CH:16]=[CH:15][C:14]([O:17][CH2:18][C:19]3[CH:23]=[CH:22][S:21][CH:20]=3)=[CH:13][C:12]2=[O:24])=[CH:5][CH:4]=1.[NH:25]1[CH2:29][CH2:28][CH2:27][CH2:26]1>C(#N)C>[N:25]1([CH2:2][C:3]2[CH:8]=[CH:7][C:6]([CH2:9][CH2:10][N:11]3[CH:16]=[CH:15][C:14]([O:17][CH2:18][C:19]4[CH:23]=[CH:22][S:21][CH:20]=4)=[CH:13][C:12]3=[O:24])=[CH:5][CH:4]=2)[CH2:29][CH2:28][CH2:27][CH2:26]1. Reported procedure: To 150 mg (0.37 mmol) 1-[2-(4-bromomethyl-phenyl)-ethyl]-4-(thiophen-3-ylmethoxy)-1H-pyridin-2-one (example 4.1b) in 1.5 mL acetonitrile is added at RT 122 μL (1.48 mmol) pyrrolidine. The reaction mixture is stirred for 2 h at RT and is directly transferred to a reverse HPLC for purification (Zorbax stable bond, C18; water (0.15% formic acid)/acetonitrile 95:5 to 10:90). The reactants are CC#N, CCOC(C)=O, COc1ccc(Cl)cc1CCl, N#C[K], C1COCCOCCOCCOCCOCCO1. Yields the product COc1ccc(Cl)cc1CC#N. As a reaction SMILES: [CH3:33][C:34]#[N:35].[CH3:36][CH2:37][O:38][C:39](=[O:40])[CH3:41].[Cl:1][c:2]1[cH:3][c:4]([CH2:10][Cl:11])[c:5]([O:8][CH3:9])[cH:6][cH:7]1.[K:12][C:13]#[N:14].[O:15]1[CH2:16][CH2:17][O:18][CH2:19][CH2:20][O:21][CH2:22][CH2:23][O:24][CH2:25][CH2:26][O:27][CH2:28][CH2:29][O:30][CH2:31][CH2:32]1>>[Cl:1][c:2]1[cH:3][c:4]([CH2:10][C:13]#[N:14])[c:5]([O:8][CH3:9])[cH:6][cH:7]1. Starting materials: Cc1cc(Cl)ncc1Br, CN(C(=O)c1ccc(Cl)c(B2OC(C)(C)C(C)(C)O2)c1)c1ccccc1O, [K+], [K+], O=C([O-])[O-], C1COCCO1, c1ccc(P(c2ccccc2)(c2ccccc2)[Pd](P(c2ccccc2)(c2ccccc2)c2ccccc2)(P(c2ccccc2)(c2ccccc2)c2ccccc2)P(c2ccccc2)(c2ccccc2)c2ccccc2)cc1. The product is Cc1cc(Cl)ncc1-c1cc(C(=O)N(C)c2ccccc2O)ccc1Cl. As a reaction SMILES: [Br:28][c:29]1[c:30]([CH3:36])[cH:31][c:32]([Cl:35])[n:33][cH:34]1.[Cl:1][c:2]1[c:3]([B:19]2[O:20][C:21]([CH3:22])([CH3:23])[C:24]([CH3:25])([CH3:26])[O:27]2)[cH:4][c:5]([C:6](=[O:7])[N:8]([CH3:9])[c:10]2[c:11]([OH:16])[cH:12][cH:13][cH:14][cH:15]2)[cH:17][cH:18]1.[K+:37].[K+:38].[O-:39][C:40]([O-:41])=[O:42].[O:43]1[CH2:44][CH2:45][O:46][CH2:47][CH2:48]1.[cH:49]1[cH:50][cH:51][c:52]([P:53]([Pd:54]([P:55]([c:56]2[cH:57][cH:58][cH:59][cH:60][cH:61]2)([c:62]2[cH:63][cH:64][cH:65][cH:66][cH:67]2)[c:68]2[cH:69][cH:70][cH:71][cH:72][cH:73]2)([P:74]([c:75]2[cH:76][cH:77][cH:78][cH:79][cH:80]2)([c:81]2[cH:82][cH:83][cH:84][cH:85][cH:86]2)[c:87]2[cH:88][cH:89][cH:90][cH:91][cH:92]2)[P:93]([c:94]2[cH:95][cH:96][cH:97][cH:98][cH:99]2)([c:100]2[cH:101][cH:102][cH:103][cH:104][cH:105]2)[c:106]2[cH:107][cH:108][cH:109][cH:110][cH:111]2)([c:112]2[cH:113][cH:114][cH:115][cH:116][cH:117]2)[c:118]2[cH:119][cH:120][cH:121][cH:122][cH:123]2)[cH:124][cH:125]1>>[Cl:1][c:2]1[c:3](-[c:29]2[c:30]([CH3:36])[cH:31][c:32]([Cl:35])[n:33][cH:34]2)[cH:4][c:5]([C:6](=[O:7])[N:8]([CH3:9])[c:10]2[c:11]([OH:16])[cH:12][cH:13][cH:14][cH:15]2)[cH:17][cH:18]1. The reactants are solution, Cl (HCl), O1CCOCC1 (dioxane), C(C)(C)(C)OC(=O)N1CCC(CC1)(CNC(C1=CC=C(C=C1)Cl)=O)NC(=O)OC(C)(C)C (4-tert-butoxycarbonylamino-4-[(4-chloro-benzoylamino)-methyl]-piperidine-1-carboxylic acid tert-butyl ester). Reaction conditions: time 17 hour. Solvent: CO (methanol). Yields the product Cl.Cl.NC1(CCNCC1)CNC(C1=CC=C(C=C1)Cl)=O (N-(4-amino-piperidin-4-ylmethyl)-4-chloro-benzamide dihydrochloride). Reported procedure: A 4M solution of HCl in dioxane (0.3 ml, 1.2 mmol) was added dropwise to a solution of 4-tert-butoxycarbonylamino-4-[(4-chloro-benzoylamino)-methyl]-piperidine-1-carboxylic acid tert-butyl ester (5.8 mg, 0.012 mmol) in methanol (0.5 mL). The solution was stirred at room temperature for 17 hours. The solvents were concentrated to give N-(4-amino-piperidin-4-ylmethyl)-4-chloro-benzamide dihydrochloride (6.1 mg, quantitative) that was used in the next step without further purification. 1H NMR (CD3O... Reaction SMILES: [ClH:1].O1CCOCC1.C(OC([N:15]1[CH2:20][CH2:19][C:18]([NH:32]C(OC(C)(C)C)=O)([CH2:21][NH:22][C:23](=[O:31])[C:24]2[CH:29]=[CH:28][C:27]([Cl:30])=[CH:26][CH:25]=2)[CH2:17][CH2:16]1)=O)(C)(C)C>CO>[ClH:30].[ClH:1].[NH2:32][C:18]1([CH2:21][NH:22][C:23](=[O:31])[C:24]2[CH:25]=[CH:26][C:27]([Cl:30])=[CH:28][CH:29]=2)[CH2:19][CH2:20][NH:15][CH2:16][CH2:17]1 |f:4.5.6|.